Task: describe an organic reaction: reactants, conditions, products, and yield. Dataset: the Open Reaction Database (ORD), a public repository of structured organic reaction records Reactants: [N+](=O)([O-])C=1C=C(C=O)C=CC1 (3-nitrobenzaldehyde), C(CC(=O)C)(=O)OCCOCC1=CC=CC=C1 (2-benzyloxyethyl acetoacetate), C(C)(=O)O (acetic acid), N1CCCCC1 (piperidine). Run in C1=CC=CC=C1 (benzene), C1=CC=CC=C1 (benzene), C1=CC=CC=C1 (benzene). The product is [N+](=O)([O-])C=1C=C(C=C(C(=O)OCCOCC2=CC=CC=C2)C(=O)C)C=CC1 (2-benzyloxyethyl 2-(3-nitrobenzylidene)acetoacetate). The yield is 113.6%. RXN SMILES: [N+:1]([C:4]1[CH:5]=[C:6]([CH:9]=[CH:10][CH:11]=1)[CH:7]=O)([O-:3])=[O:2].[C:12]([O:18][CH2:19][CH2:20][O:21][CH2:22][C:23]1[CH:28]=[CH:27][CH:26]=[CH:25][CH:24]=1)(=[O:17])[CH2:13][C:14]([CH3:16])=[O:15].C(O)(=O)C.N1CCCCC1>C1C=CC=CC=1>[N+:1]([C:4]1[CH:5]=[C:6]([CH:9]=[CH:10][CH:11]=1)[CH:7]=[C:13]([C:14]([CH3:16])=[O:15])[C:12]([O:18][CH2:19][CH2:20][O:21][CH2:22][C:23]1[CH:28]=[CH:27][CH:26]=[CH:25][CH:24]=1)=[O:17])([O-:3])=[O:2]. Reported procedure: To a solution of 3-nitrobenzaldehyde (4.53 g), 2-benzyloxyethyl acetoacetate (7.79 g) and acetic acid (360 mg) in benzene (15 ml), was added a solution of piperidine (306 mg) in benzene (5 ml), in a similar manner to the aforementioned Example 1-(i), and the mixture was heated to reflux for 2.5 hours under azeotropic dehydration. The reaction mixture was left to cool and diluted with benzene (50 ml), washed with water, diluted aqueous sodium bicarbonate solution and water, dried over magnesium s... Starting materials: COc1c(C(=O)O)cccc1C(=O)O, I, O. Product: O=C(O)c1cccc(C(=O)O)c1O. Reaction SMILES: [CH3:1][O:2][c:3]1[c:4]([C:5](=[O:6])[OH:7])[cH:8][cH:9][cH:10][c:11]1[C:12](=[O:13])[OH:14].[IH:16].[OH2:15]>>[OH:2][c:3]1[c:4]([C:5](=[O:6])[OH:7])[cH:8][cH:9][cH:10][c:11]1[C:12](=[O:13])[OH:14]. Starting materials: ClC1=NC=CC2=CC=CC=C12 (1-chloroisoquinoline), N[C@H]1CN(CCC1)C(=O)OC(C)(C)C (tert-butyl (3R)-3-aminopiperidine-1-carboxylate), CC(C)(C)[O-].[K+] (t-BuOK), C=1C=CC(=CC1)P(C=2C=CC=CC2)C3=CC=C4C=CC=CC4=C3C5=C6C=CC=CC6=CC=C5P(C=7C=CC=CC7)C=8C=CC=CC8 (BINAP). The reagents and catalysts are CC(=O)[O-].CC(=O)[O-].[Pd+2] (Pd(OAc)2). Run in C1(=CC=CC=C1)C (toluene). Conditions: temperature 110 celsius. Yields the product C1(=NC=CC2=CC=CC=C12)N[C@H]1CN(CCC1)C(=O)OC(C)(C)C (tert-butyl (3R)-3-(isoquinolin-1-ylamino)piperidine-1-carboxylate). As a reaction SMILES: Cl[C:2]1[C:11]2[C:6](=[CH:7][CH:8]=[CH:9][CH:10]=2)[CH:5]=[CH:4][N:3]=1.[NH2:12][C@@H:13]1[CH2:18][CH2:17][CH2:16][N:15]([C:19]([O:21][C:22]([CH3:25])([CH3:24])[CH3:23])=[O:20])[CH2:14]1.CC([O-])(C)C.[K+].C1C=CC(P(C2C(C3C(P(C4C=CC=CC=4)C4C=CC=CC=4)=CC=C4C=3C=CC=C4)=C3C(C=CC=C3)=CC=2)C2C=CC=CC=2)=CC=1>C1(C)C=CC=CC=1.CC([O-])=O.CC([O-])=O.[Pd+2]>[C:2]1([NH:12][C@@H:13]2[CH2:18][CH2:17][CH2:16][N:15]([C:19]([O:21][C:22]([CH3:25])([CH3:24])[CH3:23])=[O:20])[CH2:14]2)[C:11]2[C:6](=[CH:7][CH:8]=[CH:9][CH:10]=2)[CH:5]=[CH:4][N:3]=1 |f:2.3,6.7.8|. Procedure: To a solution of 1-chloroisoquinoline (5.00 g, 30.6 mmol) and tert-butyl (3R)-3-aminopiperidine-1-carboxylate (7.34 g, 36.6 mmol) in anhydrous toluene (150 mL) was added t-BuOK (10.27 g, 91.7 mmol), BINAP (951 mg, 1.53 mmol), and Pd(OAc)2 (343 mg, 1.53 mmol). The reaction mixture was purged with nitrogen three times, and heated at 110° C. overnight. The reaction mixture was cooled to room temperature and poured into water. The mixture was then extracted with EtOAc (4×150 mL). The combined organi... The reactants are C([O-])([O-])=O.[K+].[K+] (potassium carbonate), COC(=O)C1=CNC=C1 (3-methoxycarbonyl-1H-pyrrole), ClC1=NC=CC2=CC=CC=C12 (1-chloroisoquinoline), O (water). The solvent is CS(=O)C (dimethyl sulphoxide). Run at temperature 100 celsius, time 22 hour. Product: COC(=O)C1=CN(C=C1)C1=NC=CC2=CC=CC=C12 (3-methoxycarbonyl-1-(isoquinol-1-yl)-1H-pyrrole). Yield: 88.5%. Reaction SMILES: C(=O)([O-])[O-].[K+].[K+].[CH3:7][O:8][C:9]([C:11]1[CH:15]=[CH:14][NH:13][CH:12]=1)=[O:10].Cl[C:17]1[C:26]2[C:21](=[CH:22][CH:23]=[CH:24][CH:25]=2)[CH:20]=[CH:19][N:18]=1.O>CS(C)=O>[CH3:7][O:8][C:9]([C:11]1[CH:15]=[CH:14][N:13]([C:17]2[C:26]3[C:21](=[CH:22][CH:23]=[CH:24][CH:25]=3)[CH:20]=[CH:19][N:18]=2)[CH:12]=1)=[O:10] |f:0.1.2|. Procedure details: 1.04 g (7.5 mmol) of potassium carbonate are added at 20° C. under an argon atmosphere to 0.376 g (3 mmol) of 3-methoxycarbonyl-1H-pyrrole and 0.49 g (3 mmol) of 1-chloroisoquinoline dissolved in 6 mL of dimethyl sulphoxide. After stirring at 100° C. for 22 hours, the reaction mixture is poured into 15 mL of water and is then allowed to crystallise for 1 hour at 20° C. After filtering the reaction mixture and air-drying the solid residue, 0.67 g of 3-methoxycarbonyl-1-(isoquinol-1-yl)-1H-pyrrole... The reactants are CN(C1(CCC(CC1)=O)C1=CC=CC=C1)C (4-Dimethylamino-4-phenylcyclohexanone), S(=O)(=O)([O-])[O-].[Na+].[Na+] (sodium sulfate), C(C)(=O)O (acetic acid), COC([C@@H](N)CC1=CNC2=CC=C(C=C12)F)=O (rac-5-fluorotryptophan methyl ester), C1(=C(C(=C(C(=C1F)F)F)N)F)N.Cl.Cl (dihydrochloride), C(C)(=O)O[BH-](OC(C)=O)OC(C)=O.[Na+] (sodium triacetoxyborohydride), Cl[Si](C)(C)C (chlorotrimethylsilane). Solvent: ClCCCl (1,2-dichloroethane), CC(CC)=O.CC(=O)C (2-butanone acetone). Conditions: time 1 hour. The product is Cl.Cl.COC(C(CC1=CNC2=CC=C(C=C12)F)NC1CCC(CC1)(C1=CC=CC=C1)N(C)C)=O (2-(4-Dimethylamino-4-phenyl-cyclohexylamino)-3-(5-fluoro-1H-indol-3-yl)-propionic acid methyl ester dihydrochloride). RXN SMILES: [CH3:1][N:2]([CH3:16])[C:3]1([C:10]2[CH:15]=[CH:14][CH:13]=[CH:12][CH:11]=2)[CH2:8][CH2:7][C:6](=O)[CH2:5][CH2:4]1.S([O-])([O-])(=O)=O.[Na+].[Na+].C(O)(=O)C.[CH3:28][O:29][C:30](=[O:44])[C@H:31]([CH2:33][C:34]1[C:42]2[C:37](=[CH:38][CH:39]=[C:40]([F:43])[CH:41]=2)[NH:36][CH:35]=1)[NH2:32].C(O[BH-](OC(=O)C)OC(=O)C)(=O)C.[Na+].[Cl:59][Si](C)(C)C.C1(N)C(F)=C(F)C(F)=C(N)C=1F.[ClH:76].Cl>ClCCCl.CC(=O)CC.CC(C)=O>[ClH:59].[ClH:76].[CH3:28][O:29][C:30](=[O:44])[CH:31]([NH:32][CH:6]1[CH2:7][CH2:8][C:3]([N:2]([CH3:16])[CH3:1])([C:10]2[CH:15]=[CH:14][CH:13]=[CH:12][CH:11]=2)[CH2:4][CH2:5]1)[CH2:33][C:34]1[C:42]2[C:37](=[CH:38][CH:39]=[C:40]([F:43])[CH:41]=2)[NH:36][CH:35]=1 |f:1.2.3,6.7,9.10.11,13.14,15.16.17|. Procedure details: 4-Dimethylamino-4-phenylcyclohexanone (935 mg), sodium sulfate (4 g) and glacial acetic acid (245 μl, 4.4 mmol.) were added under argon to rac-5-fluorotryptophan methyl ester (1,030 mg) in 1,2-dichloroethane (approx. 40 ml). After one hour's stirring at RT, sodium triacetoxyborohydride (1.4 g, 6.5 mmol.) was added. The mixture was stirred for three days at RT. For working up, the mixture was concentrated, the residue was taken up in ethyl acetate (40 ml) and 1N NaOH (35 ml), the phases were sepa... Starting materials: Cc1ccc(S(=O)(=O)OCC2Cc3cc(C(F)(F)F)cc(-c4cc(F)ccc4F)c3O2)cc1, CN, Cl. Yields the product CNCC1Cc2cc(C(F)(F)F)cc(-c3cc(F)ccc3F)c2O1. Reaction SMILES: [CH3:2][c:3]1[cH:4][cH:5][c:6]([S:7]([O:8][CH2:13][CH:14]2[O:15][c:16]3[c:17]([cH:19][c:20]([C:31]([F:32])([F:33])[F:34])[cH:21][c:22]3-[c:23]3[c:24]([F:30])[cH:25][cH:26][c:27]([F:29])[cH:28]3)[CH2:18]2)(=[O:9])=[O:10])[cH:11][cH:12]1.[CH3:35][NH2:36].[ClH:1]>>[CH2:13]([CH:14]1[O:15][c:16]2[c:17]([cH:19][c:20]([C:31]([F:32])([F:33])[F:34])[cH:21][c:22]2-[c:23]2[c:24]([F:30])[cH:25][cH:26][c:27]([F:29])[cH:28]2)[CH2:18]1)[NH:36][CH3:35].